From a dataset of the Open Reaction Database (ORD), a public repository of structured organic reaction records. describe an organic reaction: reactants, conditions, products, and yield Reactants: ClC=1C2=C(N=C(N1)SC)N(C=C2)[C@H]2[C@@H](OCC1=CC=CC=C1)[C@H](OCC1=CC=CC=C1)[C@H](O2)COCC2=CC=CC=C2 (4-chloro-2-methylmercapto-7-(2,3,5-tri-O-benzyl-β-D-arabinofuranosyl)-7H-pyrrolo[2,3-d]pyrimidine), NN (hydrazine). Run in C(C)(=O)OCC (ethyl acetate). Reaction conditions: time 2 hour. Yields the product N(N)C=1C2=C(N=C(N1)SC)N(C=C2)[C@H]2[C@@H](OCC1=CC=CC=C1)[C@H](OCC1=CC=CC=C1)[C@H](O2)COCC2=CC=CC=C2 (4-hydrazino-2-methylmercapto-7-(2,3,5-tri-O-benzyl-β-D-arabinofuranosyl)-7H-pyrrolo[2,3-d]pyrimidine). Reaction SMILES: Cl[C:2]1[C:3]2[CH:12]=[CH:11][N:10]([C@@H:13]3[O:33][C@H:32]([CH2:34][O:35][CH2:36][C:37]4[CH:42]=[CH:41][CH:40]=[CH:39][CH:38]=4)[C@@H:23]([O:24][CH2:25][C:26]4[CH:31]=[CH:30][CH:29]=[CH:28][CH:27]=4)[C@@H:14]3[O:15][CH2:16][C:17]3[CH:22]=[CH:21][CH:20]=[CH:19][CH:18]=3)[C:4]=2[N:5]=[C:6]([S:8][CH3:9])[N:7]=1.[NH2:43][NH2:44]>C(OCC)(=O)C>[NH:43]([C:2]1[C:3]2[CH:12]=[CH:11][N:10]([C@@H:13]3[O:33][C@H:32]([CH2:34][O:35][CH2:36][C:37]4[CH:42]=[CH:41][CH:40]=[CH:39][CH:38]=4)[C@@H:23]([O:24][CH2:25][C:26]4[CH:31]=[CH:30][CH:29]=[CH:28][CH:27]=4)[C@@H:14]3[O:15][CH2:16][C:17]3[CH:22]=[CH:21][CH:20]=[CH:19][CH:18]=3)[C:4]=2[N:5]=[C:6]([S:8][CH3:9])[N:7]=1)[NH2:44]. Procedure: A mixture of 55 g of 4-chloro-2-methylmercapto-7-(2,3,5-tri-O-benzyl-β-D-arabinofuranosyl)-7H-pyrrolo[2,3-d]pyrimidine and 500 ml of anhydrous hydrazine is heated under reflux and a nitrogen atmosphere for two hours, evaporated in vacuo, and coevaporated with xylenes. The residue is distributed between a mixture of ethyl acetate and water and the aqueous layer reextracted with ethyl acetate. The dried ethyl acetate extracts are combined and evaporated in vacuo to provide 51 g of crude syrupy pro... The reactants are O=C(Cl)c1ccc(Cl)cc1Cl, ClCCl, Nc1ccc(C(=O)N2Cc3ccccc3Cc3ccccc32)cc1. The product is O=C(Nc1ccc(C(=O)N2Cc3ccccc3Cc3ccccc32)cc1)c1ccc(Cl)cc1Cl. As a reaction SMILES: [Cl:25][c:26]1[c:27]([C:28](=[O:29])[Cl:30])[cH:31][cH:32][c:33]([Cl:35])[cH:34]1.[Cl:36][CH2:37][Cl:38].[NH2:1][c:2]1[cH:3][cH:4][c:5]([C:6](=[O:7])[N:8]2[c:9]3[c:10]([cH:19][cH:20][cH:21][cH:22]3)[CH2:11][c:12]3[c:13]([cH:15][cH:16][cH:17][cH:18]3)[CH2:14]2)[cH:23][cH:24]1>>[NH:1]([c:2]1[cH:3][cH:4][c:5]([C:6](=[O:7])[N:8]2[c:9]3[c:10]([cH:19][cH:20][cH:21][cH:22]3)[CH2:11][c:12]3[c:13]([cH:15][cH:16][cH:17][cH:18]3)[CH2:14]2)[cH:23][cH:24]1)[C:28]([c:27]1[c:26]([Cl:25])[cH:34][c:33]([Cl:35])[cH:32][cH:31]1)=[O:29]. Starting materials: Cl.Cl.C(C)(C)(C)N(C(O)=O)C[C@@H](C[C@H]1C(N[C@@H](CC2=C(C=CC(C=3C=CC(=C(C[C@@H](C(N1)=O)NC(=O)OC(C)(C)C)C3)O)=C2)O)C(=O)N[C@@H](C[C@H](CN)O)C(=O)NCCN)=O)O (tert-Butyl{(2R)-3-[(8S,11S,14S)-8-{[((1S,3R)-4-amino-1-{[(2-aminoethyl)amino]carbonyl}-3-hydroxybutyl)amino]carbonyl}-14-[(tert-butoxycarbonyl)amino]-5,17-dihydroxy-10,13-dioxo-9,12-diazatricyclo[14.3.1.12,6]henicosa-1(20),2(21),3,5,16,18-hexaen-11-yl]-2-hydroxypropyl}carbamate dihydrochloride), Cl (hydrogen chloride). Run in O1CCOCC1 (dioxane), O1CCOCC1 (dioxane). Run at temperature 0 celsius, time 1 hour. Product: Cl.Cl.Cl.Cl.N[C@@H]1C(N[C@H](C(N[C@@H](CC2=C(C=CC(C=3C=CC(=C(C1)C3)O)=C2)O)C(=O)N[C@@H](C[C@H](CN)O)C(=O)NCCN)=O)C[C@H](CN)O)=O ((8S,11S,14S)-14-Amino-N-((1S,3R)-4-amino-1-{[(2-aminoethyl)amino]carbonyl}-3-hydroxybutyl)-11-[(2R)-3-amino-2-hydroxypropyl]-5,17-dihydroxy-10,13-dioxo-9,12-diazatricyclo[14.3.1.12,6]henicosa-1(20),2(21),3,5,16,18-hexaene-8-carboxamide tetrahydrochloride). RXN SMILES: [ClH:1].Cl.C([N:7]([CH2:11][C@H:12]([OH:62])[CH2:13][C@@H:14]1[NH:32][C:31](=[O:33])[C@@H:30]([NH:34]C(OC(C)(C)C)=O)[CH2:29][C:28]2[CH:42]=[C:24]([CH:25]=[CH:26][C:27]=2[OH:43])[C:23]2=[CH:44][C:19](=[C:20]([OH:45])[CH:21]=[CH:22]2)[CH2:18][C@@H:17]([C:46]([NH:48][C@H:49]([C:55]([NH:57][CH2:58][CH2:59][NH2:60])=[O:56])[CH2:50][C@@H:51]([OH:54])[CH2:52][NH2:53])=[O:47])[NH:16][C:15]1=[O:61])C(=O)O)(C)(C)C.Cl>O1CCOCC1>[ClH:1].[ClH:1].[ClH:1].[ClH:1].[NH2:34][C@H:30]1[CH2:29][C:28]2[CH:42]=[C:24]([CH:25]=[CH:26][C:27]=2[OH:43])[C:23]2=[CH:44][C:19](=[C:20]([OH:45])[CH:21]=[CH:22]2)[CH2:18][C@@H:17]([C:46]([NH:48][C@H:49]([C:55]([NH:57][CH2:58][CH2:59][NH2:60])=[O:56])[CH2:50][C@@H:51]([OH:54])[CH2:52][NH2:53])=[O:47])[NH:16][C:15](=[O:61])[C@H:14]([CH2:13][C@@H:12]([OH:62])[CH2:11][NH2:7])[NH:32][C:31]1=[O:33] |f:0.1.2,5.6.7.8.9|. Procedure details: 16 mg (0.02 mmol) of the compound from Example 172A are provided in 0.5 ml of dioxane and cooled to 0° C., and 1 ml of 4N hydrogen chloride in dioxane is added. The mixture is allowed to warm to room temperature and is stirred for 1 h. The mixture is then concentrated in vacuo and the residue is dried under high vacuum. Stirring with acetonitrile and collecting the precipitate which has separated out by filtration results in the title compound as a solid. Reactants: BrCCCBr, CN(C)C=O, [H-], O=C1Nc2cccc3c2C1CCC3, [Na+]. As a reaction SMILES: [Br:16][CH2:17][CH2:18][CH2:19][Br:20].[CH3:21][N:22]([CH3:23])[CH:24]=[O:25].[H-:14].[NH:1]1[C:2](=[O:13])[CH:3]2[c:4]3[c:5]([cH:6][cH:7][cH:8][c:9]31)[CH2:10][CH2:11][CH2:12]2.[Na+:15]>>[NH:1]1[C:2](=[O:13])[C:3]2([CH2:19][CH2:18][CH2:17][Br:16])[c:4]3[c:5]([cH:6][cH:7][cH:8][c:9]31)[CH2:10][CH2:11][CH2:12]2. Yields the product O=C1Nc2cccc3c2C1(CCCBr)CCC3. Starting materials: ClC1=CC=C(C=C1)S(=O)(=O)NCCCCC(CCC(=O)OC)CCCC=1C=NC=CC1 (methyl 8-(p-chlorophenylsulfonamido)-4-[3-(3-pyridyl)propyl]-octanoate), [H-].[Na+] (sodium hydride), C(C)(C)O (isopropanol), C(C)(C)O (isopropanol). Product: ClC1=CC=C(C=C1)S(=O)(=O)NCCCCC(CCC(=O)OC(C)C)CCCC=1C=NC=CC1 (isopropyl 8-(p-chlorophenylsulfonamido)-4-[3-(3-pyridyl)propyl]-octanoate). Reaction SMILES: [Cl:1][C:2]1[CH:7]=[CH:6][C:5]([S:8]([NH:11][CH2:12][CH2:13][CH2:14][CH2:15][CH:16]([CH2:23][CH2:24][CH2:25][C:26]2[CH:27]=[N:28][CH:29]=[CH:30][CH:31]=2)[CH2:17][CH2:18][C:19](OC)=[O:20])(=[O:10])=[O:9])=[CH:4][CH:3]=1.[H-].[Na+].[CH:34]([OH:37])([CH3:36])[CH3:35]>>[Cl:1][C:2]1[CH:7]=[CH:6][C:5]([S:8]([NH:11][CH2:12][CH2:13][CH2:14][CH2:15][CH:16]([CH2:23][CH2:24][CH2:25][C:26]2[CH:27]=[N:28][CH:29]=[CH:30][CH:31]=2)[CH2:17][CH2:18][C:19]([O:37][CH:34]([CH3:36])[CH3:35])=[O:20])(=[O:10])=[O:9])=[CH:4][CH:3]=1 |f:1.2|. Procedure details: To a solution of 0.312 g methyl 8-(p-chlorophenylsulfonamido)-4-[3-(3-pyridyl)propyl]-octanoate (example 4a) in 5 ml isopropanol is added a solution of a catalytic amount of sodium hydride in 1 ml isopropanol. The mixture is refluxed for 18 h and the solvent is evaporated. The residue is dissolved in methylene chloride and the solution is washed with saturated ammonium chloride solution. The organic phase is dried, filtered, evaporated to give a clear oil which is purified by flash column chroma...